Dataset: the Open Reaction Database (ORD), a public repository of structured organic reaction records. Task: describe an organic reaction: reactants, conditions, products, and yield The reactants are COc1c(C)cccc1Br, O=C(OOC(=O)c1ccccc1)c1ccccc1, ClC(Cl)(Cl)Cl, O=C1CCC(=O)N1Br. Yields the product COc1c(Br)cccc1CBr. RXN SMILES: [Br:1][c:2]1[c:3]([O:9][CH3:10])[c:4]([CH3:8])[cH:5][cH:6][cH:7]1.[C:19]([O:20][O:21][C:22](=[O:23])[c:24]1[cH:25][cH:26][cH:27][cH:28][cH:29]1)(=[O:30])[c:31]1[cH:32][cH:33][cH:34][cH:35][cH:36]1.[Cl:37][C:38]([Cl:39])([Cl:40])[Cl:41].[O:11]=[C:12]1[N:13]([Br:18])[C:14](=[O:15])[CH2:16][CH2:17]1>>[Br:1][c:2]1[c:3]([O:9][CH3:10])[c:4]([CH2:8][Br:18])[cH:5][cH:6][cH:7]1. The reactants are ClC(Cl)Cl, O=C=Nc1ccc(Cl)c(Cl)c1, CC(C)(C)OC(=O)N1CCNCC1. The product is O=C(Nc1ccc(Cl)c(Cl)c1)N1CCNCC1. Reaction SMILES: [CH:25]([Cl:26])([Cl:27])[Cl:28].[Cl:1][c:2]1[cH:3][c:4]([N:9]=[C:10]=[O:11])[cH:5][cH:6][c:7]1[Cl:8].[N:12]1([C:18]([O:19][C:20]([CH3:21])([CH3:22])[CH3:23])=[O:24])[CH2:13][CH2:14][NH:15][CH2:16][CH2:17]1>>[Cl:1][c:2]1[cH:3][c:4]([NH:9][C:10](=[O:11])[N:12]2[CH2:13][CH2:14][NH:15][CH2:16][CH2:17]2)[cH:5][cH:6][c:7]1[Cl:8]. Reactants: C(C)OC(=O)C=1SC=C(N1)C1=CC(=CC=C1)C=1CC(NC2=C(N1)C=CC(=C2)N2C=CC=C2)=O (4-[3-(4-oxo-7-pyrrol-1-yl-4,5-dihydro-3H-benzo[b][1,4]diazepin-2-yl)-phenyl]-thiazole-2-carboxylic acid ethyl ester), N (ammonia). Product: O=C1NC2=C(N=C(C1)C=1C=C(C=CC1)C=1N=C(SC1)C(=O)N)C=CC(=C2)N2C=CC=C2 (4-[3-(4-oxo-7-Pyrrol-1-yl-4,5-dihydro-3H-benzo[b][1,4]diazepin-2-yl)-phenyl]-thiazole-2-carboxylic Acid Amide). Reaction SMILES: C([O:3][C:4]([C:6]1[S:7][CH:8]=[C:9]([C:11]2[CH:16]=[CH:15][CH:14]=[C:13]([C:17]3[CH2:18][C:19](=[O:33])[NH:20][C:21]4[CH:27]=[C:26]([N:28]5[CH:32]=[CH:31][CH:30]=[CH:29]5)[CH:25]=[CH:24][C:22]=4[N:23]=3)[CH:12]=2)[N:10]=1)=O)C.[NH3:34]>>[O:33]=[C:19]1[CH2:18][C:17]([C:13]2[CH:12]=[C:11]([C:9]3[N:10]=[C:6]([C:4]([NH2:34])=[O:3])[S:7][CH:8]=3)[CH:16]=[CH:15][CH:14]=2)=[N:23][C:22]2[CH:24]=[CH:25][C:26]([N:28]3[CH:32]=[CH:31][CH:30]=[CH:29]3)=[CH:27][C:21]=2[NH:20]1. Reported procedure: A sample of 4-[3-(4-oxo-7-pyrrol-1-yl-4,5-dihydro-3H-benzo[b][1,4]diazepin-2-yl)-phenyl]-thiazole-2-carboxylic acid ethyl ester (Example 28) (0.07 g) was reacted with ammonia in an analogous manner to the procedure described in Example 27 to give the title compound (0.05 g) as a light-yellow solid. Procedure details: Benzyl 3,4,6-tri-O-acetyl-2-deoxy-2-phthalimido-β-D-glucopyranoside (6) (40.6 g, 84 mM) in 750 ml of dry methanol and 30 ml of 0.5M sodium methoxide was added to a 2 liter round bottomed flask equipped with magnetic stirring bar, septum inlet and bent tube adapter and the contents stirred at room temperature for 18 hours. TLC indicated completion of the reaction. (The TLC solvent was 10:2:10 ethyl acetate: ethyl alcohol:hexane). To the mixture was added 15 g of Bio-Rad (Bio-Rad Laboratories, P.O... Run at time 18 hour. RXN SMILES: C([O:4][C@H:5]1[C@H:18]([O:19]C(=O)C)[C@@H:17]([CH2:23][O:24]C(=O)C)[O:16][C@@H:7]([O:8][CH2:9][C:10]2[CH:15]=[CH:14][CH:13]=[CH:12][CH:11]=2)[C@@H:6]1[N:28]1[C:32](=[O:33])[C:31]2=[CH:34][CH:35]=[CH:36][CH:37]=[C:30]2[C:29]1=[O:38])(=O)C.C(OCC)(=O)C.C(O)C.CCCCCC>CO.C[O-].[Na+]>[C:29]1(=[O:38])[N:28]([C@@H:6]2[C@@H:5]([OH:4])[C@H:18]([OH:19])[C@@H:17]([CH2:23][OH:24])[O:16][C@H:7]2[O:8][CH2:9][C:10]2[CH:11]=[CH:12][CH:13]=[CH:14][CH:15]=2)[C:32](=[O:33])[C:31]2=[CH:34][CH:35]=[CH:36][CH:37]=[C:30]12 |f:5.6|. Starting materials: C(C)(=O)O[C@@H]1[C@H]([C@H](OCC2=CC=CC=C2)O[C@@H]([C@H]1OC(C)=O)COC(C)=O)N1C(C=2C(C1=O)=CC=CC2)=O (benzyl 3,4,6-tri-O-acetyl-2-deoxy-2-phthalimido-β-D-glucopyranoside), CCCCCC (hexane), C(C)(=O)OCC (ethyl acetate), C(C)O (ethyl alcohol). The product is C1(C=2C(C(N1[C@H]1[C@H](OCC3=CC=CC=C3)O[C@@H]([C@H]([C@@H]1O)O)CO)=O)=CC=CC2)=O (benzyl 2-deoxy-2-phthalimido-β-D-glucopyranoside). Run in CO (methanol), C[O-].[Na+] (sodium methoxide). Yield: 89.4%. Procedure details: {4-Benzylamino-5-[(1,5-dimethyl-6-oxo-1,6-dihydro-pyridine-3-carbonyl)-amino]-pyridin-2-yl}-carbamic acid tert-butyl ester II-16″ (2.000 g; 4.315 mmol) is suspended in acetic acid (5.190 g; 86 mmol) in a microwave vial and heated in a CEM microwave at 170° C. for 5 h. The reaction mixture is then concentrated under reduced pressure. The residue is used in the next step without further purification. Yields the product C(C1=CC=CC=C1)N1C(=NC=2C=NC(=CC21)NC(C)=O)C2=CN(C(C(=C2)C)=O)C (N-[1-Benzyl-2-(1,5-dimethyl-6-oxo-1,6-dihydro-pyridin-3-yl)-1H-imidazo[4,5-c]pyridin-6-yl]-acetamide). Conditions: temperature 170 celsius. As a reaction SMILES: C([O:5][C:6](=O)[NH:7][C:8]1[CH:13]=[C:12]([NH:14][CH2:15][C:16]2[CH:21]=[CH:20][CH:19]=[CH:18][CH:17]=2)[C:11]([NH:22][C:23]([C:25]2[CH:30]=[C:29]([CH3:31])[C:28](=[O:32])[N:27]([CH3:33])[CH:26]=2)=O)=[CH:10][N:9]=1)(C)(C)C.[C:35](O)(=O)C>>[CH2:15]([N:14]1[C:12]2[CH:13]=[C:8]([NH:7][C:6](=[O:5])[CH3:35])[N:9]=[CH:10][C:11]=2[N:22]=[C:23]1[C:25]1[CH:30]=[C:29]([CH3:31])[C:28](=[O:32])[N:27]([CH3:33])[CH:26]=1)[C:16]1[CH:17]=[CH:18][CH:19]=[CH:20][CH:21]=1. Reactants: C(C)(C)(C)OC(NC1=NC=C(C(=C1)NCC1=CC=CC=C1)NC(=O)C1=CN(C(C(=C1)C)=O)C)=O ({4-Benzylamino-5-[(1,5-dimethyl-6-oxo-1,6-dihydro-pyridine-3-carbonyl)-amino]-pyridin-2-yl}-carbamic acid tert-butyl ester), C(C)(=O)O (acetic acid). Starting materials: CC1CCN(Cc2ccccc2)CC1O, CS(C)=O, CCN(C(C)C)C(C)C, ClCCl, O=S(=O)=O, Cc1ccc(S(=O)(=O)O)cc1, c1ccncc1. Yields the product CC1CCN(Cc2ccccc2)CC1=O. As a reaction SMILES: [CH2:12]([c:13]1[cH:14][cH:15][cH:16][cH:17][cH:18]1)[N:19]1[CH2:20][CH:21]([OH:26])[CH:22]([CH3:25])[CH2:23][CH2:24]1.[CH3:49][S:50]([CH3:51])=[O:52].[CH:27]([N:28]([CH:29]([CH3:30])[CH3:31])[CH2:32][CH3:33])([CH3:34])[CH3:35].[Cl:46][CH2:47][Cl:48].[S:36](=[O:37])(=[O:38])=[O:39].[c:1]1([CH3:2])[cH:3][cH:4][c:5]([S:6]([OH:7])(=[O:8])=[O:9])[cH:10][cH:11]1.[cH:40]1[cH:41][cH:42][n:43][cH:44][cH:45]1>>[CH2:12]([c:13]1[cH:14][cH:15][cH:16][cH:17][cH:18]1)[N:19]1[CH2:20][C:21](=[O:26])[CH:22]([CH3:25])[CH2:23][CH2:24]1. Starting materials: C(Cl)Cl.CO (CH2Cl2 MeOH), [O-]CC.[Na+] (Sodium ethoxide), ClCCCC(=O)NC=1C=C2C(=CNC2=CC1)CCCN1CCN(CC1)C1=NC=NC=C1OC (1-[3-[5-[4-chlorobutyrylamino]-1-H-indol-3-yl]propyl]-4-(5-methoxy-4-pyrimidinyl)piperazine). Solvent: C(C)O (ethanol). Conditions: temperature 78 celsius. The product is N1(C(CCC1)=O)C=1C=C2C(=CNC2=CC1)CCCN1CCN(CC1)C1=NC=NC=C1OC (1-[3-[5-[2-pyrrolidinone-1-yl]-1-H-indol-3-yl]propyl]-4-(5-methoxy-4-pyrimidinyl)piperazine). Yield: 36.2%. As a reaction SMILES: [O-]CC.[Na+].Cl[CH2:6][CH2:7][CH2:8][C:9]([NH:11][C:12]1[CH:13]=[C:14]2[C:18](=[CH:19][CH:20]=1)[NH:17][CH:16]=[C:15]2[CH2:21][CH2:22][CH2:23][N:24]1[CH2:29][CH2:28][N:27]([C:30]2[C:35]([O:36][CH3:37])=[CH:34][N:33]=[CH:32][N:31]=2)[CH2:26][CH2:25]1)=[O:10].C(Cl)Cl.CO>C(O)C>[N:11]1([C:12]2[CH:13]=[C:14]3[C:18](=[CH:19][CH:20]=2)[NH:17][CH:16]=[C:15]3[CH2:21][CH2:22][CH2:23][N:24]2[CH2:29][CH2:28][N:27]([C:30]3[C:35]([O:36][CH3:37])=[CH:34][N:33]=[CH:32][N:31]=3)[CH2:26][CH2:25]2)[CH2:6][CH2:7][CH2:8][C:9]1=[O:10] |f:0.1,3.4|. Procedure: To a mixture of 1-[3-[5-amino-1-H-indol-3-yl]propyl]-4-(5-methoxy-4-pyrimidinyl)piperazine (2.3g, 6.3 mmol), and sodium carbonate (0.67 g, 6.3 mmol) in 25 mL of acetone, cooled to 0° C., was added dropwise 4-chlorobutyryl chloride (0.89 g, 6.3 mmol). Additional acetone (10 mL) was added and the suspension was stirred for 19 h at 23° C. The insoluble material was separated by filtration and the acetone was removed in vacuo. The crude material was dissolved in EtOAc, and the solution was washed wi... Reactants: BrCCCCCC(=O)Cl (6-Bromohexanoyl chloride), [Cl-].[Al+3].[Cl-].[Cl-] (aluminum chloride), FC1=CC(=CC=C1)F (1,3-difluorobenzene). The product is BrCCCCCC(=O)C1=C(C=C(C=C1)F)F (6-bromo-1-(2,4-difluorophenyl)-1-hexanone). As a reaction SMILES: [Br:1][CH2:2][CH2:3][CH2:4][CH2:5][CH2:6][C:7](Cl)=[O:8].[Cl-].[Al+3].[Cl-].[Cl-].[F:14][C:15]1[CH:20]=[CH:19][CH:18]=[C:17]([F:21])[CH:16]=1>>[Br:1][CH2:2][CH2:3][CH2:4][CH2:5][CH2:6][C:7]([C:18]1[CH:19]=[CH:20][C:15]([F:14])=[CH:16][C:17]=1[F:21])=[O:8] |f:1.2.3.4|. Procedure details: 6-Bromohexanoyl chloride (2 g), 1,3-difluorobenzene (20 ml) and aluminum chloride (1.31 g) were reacted and treated in the same manner as in Preparation Example 105 to give 1.16 g of 6-bromo-1-(2,4-difluorophenyl)-1-hexanone. Starting materials: [H-].[H-].[H-].[H-].[Li+].[Al+3] (LiAlH4), [OH-].[Na+] (sodium hydroxide), ClC=1C2=C(SC1C(=O)O)C=C(C(=C2)OC)OC (3-Chloro-5,6-dimethoxy-benzo[b]thiophene-2-carboxylic acid), O (water). Solvent: O1CCCC1 (tetrahydrofuran), O1CCCC1 (tetrahydrofuran). Reaction conditions: time 12 hour. The product is ClC=1C2=C(SC1CO)C=C(C(=C2)OC)OC ((3-Chloro-5,6-dimethoxy-benzo[b]thiophen-2-yl)methanol). RXN SMILES: [Cl:1][C:2]1[C:3]2[CH:13]=[C:12]([O:14][CH3:15])[C:11]([O:16][CH3:17])=[CH:10][C:4]=2[S:5][C:6]=1[C:7](O)=[O:8].[H-].[H-].[H-].[H-].[Li+].[Al+3].O.[OH-].[Na+]>O1CCCC1>[Cl:1][C:2]1[C:3]2[CH:13]=[C:12]([O:14][CH3:15])[C:11]([O:16][CH3:17])=[CH:10][C:4]=2[S:5][C:6]=1[CH2:7][OH:8] |f:1.2.3.4.5.6,8.9|. Reported procedure: A suspension of 68 mmol of the compound obtained in Step B in 150 ml of tetrahydrofuran is added at 5° C. under an inert atmosphere to a solution of 0.1 mol of LiAlH4 in 60 ml of tetrahydrofuran. After 4 hours' reaction at room temperature, the reaction mixture is hydrolysed by the addition of water and then by an aqueous 2N sodium hydroxide solution. After 12 hours at room temperature, the reaction mixture is filtered over Celite. The organic phase is then concentrated under reduced pressure, t... Starting materials: CC=1C(=NC=CC1)CN(CCCCN)CC1=NC=CC=C1C (N1,N1-bis-(3-methyl-pyridin-2-ylmethyl)-butane-1,4-diamine), CC(=O)[O-].[Na+] (NaOAc), N#CBr (cyanogen bromide), O (Water). Run in CO (MeOH). Conditions: time 17 hour. Yields the product CC=1C(=NC=CC1)CN(CCCCNC#N)CC1=NC=CC=C1C (4-[Bis-(3-methyl-pyridin-2-ylmethyl)-amino-]butyl-cyanamide). Isolated yield 73.4%. Reaction SMILES: [CH3:1][C:2]1[C:3]([CH2:8][N:9]([CH2:15][C:16]2[C:21]([CH3:22])=[CH:20][CH:19]=[CH:18][N:17]=2)[CH2:10][CH2:11][CH2:12][CH2:13][NH2:14])=[N:4][CH:5]=[CH:6][CH:7]=1.CC([O-])=O.[Na+].[N:28]#[C:29]Br.O>CO>[CH3:1][C:2]1[C:3]([CH2:8][N:9]([CH2:15][C:16]2[C:21]([CH3:22])=[CH:20][CH:19]=[CH:18][N:17]=2)[CH2:10][CH2:11][CH2:12][CH2:13][NH:14][C:29]#[N:28])=[N:4][CH:5]=[CH:6][CH:7]=1 |f:1.2|. Procedure: To a 0° C. solution of N1,N1-bis-(3-methyl-pyridin-2-ylmethyl)-butane-1,4-diamine (237 mg, 0.80 mmol) in MeOH (10 mL) was added NaOAc (200 mg, 2.39 mmol) and cyanogen bromide (94 mg, 1.03 mmol) and stirred at room temperature for 17 hours. Water (10 mL) was added and the reaction mixture was extracted with CH2Cl2 (4×40 mL). The extracts were washed with brine (20 mL), dried (Na2SO4), filtered and concentrated to provide pure COMPOUND 198 as a beige solid (190 mg, 74%). 1H NMR (CDCl3) δ 1.45-1.51...